This data is from the Open Reaction Database (ORD), a public repository of structured organic reaction records. The task is: describe an organic reaction: reactants, conditions, products, and yield Starting materials: BrC=1C=C(C=CC1)C=C1CCN(CC1)C(=O)OC(C)(C)C (1,1-dimethylethyl 4-[(3-bromophenyl)methylidene]-1-piperidinecarboxylate), C(#N)C=1C=C(C=CC1)B(O)O ((3-cyanophenyl)boronic acid), Pd(PPh3), C(=O)([O-])[O-].[K+].[K+] (K2CO3). Solvent: O1CCOCC1 (p-dioxane), O (H2O). Reaction conditions: temperature 130 celsius. Product: C(#N)C=1C=C(C=CC1)C1=CC(=CC=C1)C=C1CCN(CC1)C(=O)OC(C)(C)C (1,1-Dimethylethyl 4-[(3′-cyano-3-biphenylyl)methylidene]-1-piperidinecarboxylate). The yield is 85.4%. Reaction SMILES: Br[C:2]1[CH:3]=[C:4]([CH:8]=[C:9]2[CH2:14][CH2:13][N:12]([C:15]([O:17][C:18]([CH3:21])([CH3:20])[CH3:19])=[O:16])[CH2:11][CH2:10]2)[CH:5]=[CH:6][CH:7]=1.[C:22]([C:24]1[CH:25]=[C:26](B(O)O)[CH:27]=[CH:28][CH:29]=1)#[N:23].C([O-])([O-])=O.[K+].[K+]>O1CCOCC1.O>[C:22]([C:24]1[CH:29]=[C:28]([C:2]2[CH:7]=[CH:6][CH:5]=[C:4]([CH:8]=[C:9]3[CH2:14][CH2:13][N:12]([C:15]([O:17][C:18]([CH3:21])([CH3:20])[CH3:19])=[O:16])[CH2:11][CH2:10]3)[CH:3]=2)[CH:27]=[CH:26][CH:25]=1)#[N:23] |f:2.3.4|. Procedure details: To a solution of 1,1-dimethylethyl 4-[(3-bromophenyl)methylidene]-1-piperidinecarboxylate (2.07 g, 5.88 mmol) in p-dioxane (30 mL) and H2O (10 mL) was added (3-cyanophenyl)boronic acid (1.036 g, 7.05 mmol), Pd(PPh3) (0.272 g, 0.235 mmol), and K2CO3 (2.436 g, 17.63 mmol) and then the reaction was heated in a microwave at 130° C. for 15 minutes. The organic layer of the reaction mixture was separated, concentrated and purified by Combiflash chromatograph to afford 1.88 g (85%) of the title compoun...